Dataset: the Open Reaction Database (ORD), a public repository of structured organic reaction records. Task: describe an organic reaction: reactants, conditions, products, and yield The reactants are Cc1ccc(S(=O)(=O)OCC(O)Cc2c(Cl)cc3c(c2O)CCC3)cc1, c1ccc(P(c2ccccc2)c2ccccc2)cc1. Product: Cc1ccc(S(=O)(=O)OCC2Cc3c(Cl)cc4c(c3O2)CCC4)cc1. As a reaction SMILES: [CH3:1][c:2]1[cH:3][cH:4][c:5]([S:8](=[O:9])(=[O:10])[O:11][CH2:12][CH:13]([CH2:14][c:15]2[c:16]([OH:25])[c:17]3[c:21]([cH:22][c:23]2[Cl:24])[CH2:20][CH2:19][CH2:18]3)[OH:26])[cH:6][cH:7]1.[c:27]1([P:28]([c:29]2[cH:30][cH:31][cH:32][cH:33][cH:34]2)[c:35]2[cH:36][cH:37][cH:38][cH:39][cH:40]2)[cH:41][cH:42][cH:43][cH:44][cH:45]1>>[CH3:1][c:2]1[cH:3][cH:4][c:5]([S:8](=[O:9])(=[O:10])[O:11][CH2:12][CH:13]2[CH2:14][c:15]3[c:16]([c:17]4[c:21]([cH:22][c:23]3[Cl:24])[CH2:20][CH2:19][CH2:18]4)[O:26]2)[cH:6][cH:7]1. Reactants: COC1=CC=C(C(=O)NC(C(=O)O)CC=C)C=C1 (2-(4-methoxy-benzoylamino)-pent-4-enoic acid), ice HCl, N1=CC=CC=C1 (pyridine), CC(=O)OC(=O)C (Ac2O). Run in O (water). Conditions: time 45 minute. Product: C(C)(=O)C(CC=C)NC(C1=CC=C(C=C1)OC)=O (N-(1-Acetyl-but-3-enyl)-4-methoxy-benzamide). As a reaction SMILES: [CH3:1][O:2][C:3]1[CH:18]=[CH:17][C:6]([C:7]([NH:9][CH:10]([CH2:14][CH:15]=[CH2:16])[C:11]([OH:13])=O)=[O:8])=[CH:5][CH:4]=1.N1C=CC=C[CH:20]=1.CC(OC(C)=O)=O>O>[C:11]([CH:10]([NH:9][C:7](=[O:8])[C:6]1[CH:5]=[CH:4][C:3]([O:2][CH3:1])=[CH:18][CH:17]=1)[CH2:14][CH:15]=[CH2:16])(=[O:13])[CH3:20]. Procedure details: To a solution of 8.41 g of the above prepared 2-(4-methoxy-benzoylamino)-pent-4-enoic acid (33.7 mmol) was added successively 21.2 ml of pyridine and 15.95 ml of Ac2O (5 eq.). The reaction mixture was then kept for 45 min. at 90°. After cooling, 15.8 ml of water was added and the mixture again kept for 30 min. at 85° to ensure complete hydrolysis. Afterwards, it was poured onto crashed ice/HCl, extracted twice with AcOEt, washed with 2N HCl and water, and dried over natrium sulfate. Evaporation ... Run at time 15 minute. Yields the product C(C1=CC=CC=C1)OC[C@H]1CC(C[C@@H]1C1=CC(=CC=C1)F)=O (3-(S)-(Benzyloxymethyl)-4-(S)-(3-fluorophenyl)cyclopentanone). Reactants: C(C1=CC=CC=C1)OC[C@H]1CC(C[C@H]1C1=CC(=CC=C1)F)=C (3-(S)-(Benzyloxymethyl)-4-(R)-(3-fluorophenyl)-1-methylenecyclopentane), CO (methanol). Procedure details: A solution of 3-(S)-(benzyloxymethyl)-4-(R)-(3-fluorophenyl)-1-methylenecyclopentane (0.77 g, 2.75 mmol) from Step A in methanol (30 mL) was cooled to −70° C. and ozone was bubbled through the solution until a blue color persisted. The excess ozone was removed with a stream of nitrogen and then dimethyl sulfide (5 mL) was added and the reaction was allowed to warm to rt over 16 h. Several drops of 2N HCl were added and the solution was stirred for 15 min to convert any methyl ketal to the desire... Reaction SMILES: [CH2:1]([O:8][CH2:9][C@@H:10]1[C@H:14]([C:15]2[CH:20]=[CH:19][CH:18]=[C:17]([F:21])[CH:16]=2)[CH2:13][C:12](=C)[CH2:11]1)[C:2]1[CH:7]=[CH:6][CH:5]=[CH:4][CH:3]=1.C[OH:24]>>[CH2:1]([O:8][CH2:9][C@@H:10]1[C@@H:14]([C:15]2[CH:20]=[CH:19][CH:18]=[C:17]([F:21])[CH:16]=2)[CH2:13][C:12](=[O:24])[CH2:11]1)[C:2]1[CH:7]=[CH:6][CH:5]=[CH:4][CH:3]=1.